Dataset: the Open Reaction Database (ORD), a public repository of structured organic reaction records. Task: describe an organic reaction: reactants, conditions, products, and yield The reactants are BrCCC1OCCO1, C1CCOC1, [Li]CCCC, CCOC(C)=O, CCCCCC, COc1ccc2c(c1)Cc1ccccc1-2. Yields the product COc1ccc2c(c1)C(CCC1OCCO1)c1ccccc1-2. RXN SMILES: [Br:21][CH2:22][CH2:23][CH:24]1[O:25][CH2:26][CH2:27][O:28]1.[CH2:35]1[O:36][CH2:37][CH2:38][CH2:39]1.[CH3:1][CH2:2][CH2:3][CH2:4][Li:5].[CH3:29][CH2:30][O:31][C:32]([CH3:33])=[O:34].[CH3:40][CH2:41][CH2:42][CH2:43][CH2:44][CH3:45].[CH3:6][O:7][c:8]1[cH:9][c:10]2[c:18]([cH:19][cH:20]1)-[c:17]1[c:12]([cH:13][cH:14][cH:15][cH:16]1)[CH2:11]2>>[CH3:6][O:7][c:8]1[cH:9][c:10]2[c:18]([cH:19][cH:20]1)-[c:17]1[c:12]([cH:13][cH:14][cH:15][cH:16]1)[CH:11]2[CH2:22][CH2:23][CH:24]1[O:25][CH2:26][CH2:27][O:28]1. The reactants are FC=1C=CC(=C(C1)C(C#CC1=CC=CC=C1)O)OC (1-(5-fluoro-2-methoxy-phenyl)-3-phenyl-prop-2-yn-1-ol), COC1=C(C=O)C=C(C=C1)OC(F)(F)F (2-methoxy-5-trifluoromethoxy-benzaldehyde). The product is COC1=C(C=C(C=C1)OC(F)(F)F)C(C#CC1=CC=CC=C1)O (1-(2-Methoxy-5-trifluoromethoxy-phenyl)-3-phenyl-prop-2-yn-1-ol). The yield is 99.0%. RXN SMILES: F[C:2]1[CH:3]=[CH:4][C:5]([O:18][CH3:19])=[C:6]([CH:8]([OH:17])[C:9]#[C:10][C:11]2[CH:16]=[CH:15][CH:14]=[CH:13][CH:12]=2)[CH:7]=1.COC1C=CC([O:30][C:31]([F:34])([F:33])[F:32])=CC=1C=O>>[CH3:19][O:18][C:5]1[CH:4]=[CH:3][C:2]([O:30][C:31]([F:34])([F:33])[F:32])=[CH:7][C:6]=1[CH:8]([OH:17])[C:9]#[C:10][C:11]1[CH:16]=[CH:15][CH:14]=[CH:13][CH:12]=1. Procedure details: Following the procedure used to prepare 1-(5-fluoro-2-methoxy-phenyl)-3-phenyl-prop-2-yn-1-ol, 2-methoxy-5-trifluoromethoxy-benzaldehyde was reacted to give the title compound as a pale yellow oil (642 mg, 99%). LCMS (Method B): RT=4.55 min, [M−H2O+H]+=305. Starting materials: CC(C)(O)CNc1c([N+](=O)[O-])cnc2cc(Br)cnc12, CC#N, CO. The product is CC(C)(O)CNc1c(N)cnc2cc(Br)cnc12. Reaction SMILES: [Br:1][c:2]1[cH:3][n:4][c:5]2[c:6]([NH:15][CH2:16][C:17]([CH3:18])([OH:19])[CH3:20])[c:7]([N+:12]([O-:13])=[O:14])[cH:8][n:9][c:10]2[cH:11]1.[CH3:21][C:22]#[N:23].[CH3:24][OH:25]>>[Br:1][c:2]1[cH:3][n:4][c:5]2[c:6]([NH:15][CH2:16][C:17]([CH3:18])([OH:19])[CH3:20])[c:7]([NH2:12])[cH:8][n:9][c:10]2[cH:11]1. Reactants: [Br-], CCB(CC)c1cccnc1, CN1C(=O)CCC2(C)c3ccc(Br)cc3CCC12, COCCOC, CCCC[N+](CCCC)(CCCC)CCCC, [K+], [OH-], O, [Pd], c1ccc(P(c2ccccc2)c2ccccc2)cc1, c1ccc(P(c2ccccc2)c2ccccc2)cc1, c1ccc(P(c2ccccc2)c2ccccc2)cc1, c1ccc(P(c2ccccc2)c2ccccc2)cc1. Product: CN1C(=O)CCC2(C)c3ccc(-c4cccnc4)cc3CCC12. As a reaction SMILES: [Br-:38].[CH2:19]([B:20]([CH2:21][CH3:28])[c:22]1[cH:23][n:24][cH:25][cH:26][cH:27]1)[CH3:29].[CH3:1][N:2]1[C:3](=[O:18])[CH2:4][CH2:5][C:6]2([CH3:17])[c:7]3[c:8]([cH:12][c:13]([Br:16])[cH:14][cH:15]3)[CH2:9][CH2:10][CH:11]12.[CH3:32][O:33][CH2:34][CH2:35][O:36][CH3:37].[CH3:39][CH2:40][CH2:41][CH2:42][N+:43]([CH2:44][CH2:45][CH2:46][CH3:47])([CH2:48][CH2:49][CH2:50][CH3:51])[CH2:52][CH2:53][CH2:54][CH3:55].[K+:31].[OH-:30].[OH2:56].[Pd:57].[c:115]1([P:116]([c:117]2[cH:118][cH:119][cH:120][cH:121][cH:122]2)[c:123]2[cH:124][cH:125][cH:126][cH:127][cH:128]2)[cH:129][cH:130][cH:131][cH:132][cH:133]1.[c:58]1([P:59]([c:60]2[cH:61][cH:62][cH:63][cH:64][cH:65]2)[c:66]2[cH:67][cH:68][cH:69][cH:70][cH:71]2)[cH:72][cH:73][cH:74][cH:75][cH:76]1.[c:77]1([P:78]([c:79]2[cH:80][cH:81][cH:82][cH:83][cH:84]2)[c:85]2[cH:86][cH:87][cH:88][cH:89][cH:90]2)[cH:91][cH:92][cH:93][cH:94][cH:95]1.[c:96]1([P:97]([c:98]2[cH:99][cH:100][cH:101][cH:102][cH:103]2)[c:104]2[cH:105][cH:106][cH:107][cH:108][cH:109]2)[cH:110][cH:111][cH:112][cH:113][cH:114]1>>[CH3:1][N:2]1[C:3](=[O:18])[CH2:4][CH2:5][C:6]2([CH3:17])[c:7]3[c:8]([cH:12][c:13](-[c:22]4[cH:23][n:24][cH:25][cH:26][cH:27]4)[cH:14][cH:15]3)[CH2:9][CH2:10][CH:11]12. Starting materials: O=C1NC(=O)c2ccccc21, CCOc1ccc(N(C)c2nc(CN3C(=O)c4ccccc4C3=O)nc3ccccc23)c(F)c1, CN(C)C=O, CCOc1ccc(N(C)c2nc(CCl)nc3ccccc23)c(F)c1, [K]. Yields the product CCOc1ccc(N(C)c2nc(CN)nc3ccccc23)c(F)c1. RXN SMILES: [C:59]1(=[O:60])[NH:61][C:62](=[O:63])[c:64]2[cH:65][cH:66][cH:67][cH:68][c:69]21.[CH2:1]([CH3:2])[O:3][c:4]1[cH:5][c:6]([F:34])[c:7]([N:10]([c:11]2[n:12][c:13]([CH2:21][N:22]3[C:23](=[O:24])[c:25]4[c:26]([cH:27][cH:28][cH:29][cH:30]4)[C:31]3=[O:32])[n:14][c:15]3[cH:16][cH:17][cH:18][cH:19][c:20]23)[CH3:33])[cH:8][cH:9]1.[CH3:71][N:72]([CH3:73])[CH:74]=[O:75].[Cl:35][CH2:36][c:37]1[n:38][c:39]([N:40]([c:41]2[cH:42][cH:43][c:44]([O:45][CH2:46][CH3:47])[cH:48][c:49]2[F:50])[CH3:51])[c:52]2[c:53]([cH:54][cH:55][cH:56][cH:57]2)[n:58]1.[K:70]>>[CH2:1]([CH3:2])[O:3][c:4]1[cH:5][c:6]([F:34])[c:7]([N:10]([c:11]2[n:12][c:13]([CH2:21][NH2:22])[n:14][c:15]3[cH:16][cH:17][cH:18][cH:19][c:20]23)[CH3:33])[cH:8][cH:9]1. Reactants: C#CCN, CN(C)c1ccccn1, CN(C)C(=O)Cl, CCOC(C)=O, c1ccncc1. The product is C#CCNC(=O)N(C)C. Reaction SMILES: [CH2:7]([C:8]#[CH:9])[NH2:10].[CH3:11][N:12]([c:13]1[cH:14][cH:15][cH:16][cH:17][n:18]1)[CH3:19].[CH3:1][N:2]([C:3](=[O:4])[Cl:5])[CH3:6].[CH3:26][CH2:27][O:28][C:29](=[O:30])[CH3:31].[cH:20]1[cH:21][cH:22][n:23][cH:24][cH:25]1>>[CH3:1][N:2]([C:3](=[O:4])[NH:10][CH2:7][C:8]#[CH:9])[CH3:6]. Reactants: OO (H2O2), ClC(CC1C(CC1(C)C)=O)(Cl)Cl (2-(2',2',2'-trichloroethyl)-3,3-dimethylcyclobutanone), C(C)(=O)O (acetic acid), peroxide. The reagents and catalysts are [Fe](Cl)(Cl)Cl (iron(III)chloride). Solvent: O (water). Run at temperature 35 celsius, time 3.5 hour. The product is lactone, CC(CCC(=O)O)(C(CC(Cl)(Cl)Cl)O)C (3,3-dimethyl-4-hydroxy-6,6,6-trichlorohexanecarboxylic acid). As a reaction SMILES: [Cl:1][C:2]([Cl:12])([Cl:11])[CH2:3][CH:4]1[C:7]([CH3:9])([CH3:8])[CH2:6][C:5]1=O.[C:13]([OH:16])(=[O:15])C.[OH:17]O>[Fe](Cl)(Cl)Cl.O>[CH3:9][C:7]([CH3:8])([CH:4]([OH:17])[CH2:3][C:2]([Cl:1])([Cl:11])[Cl:12])[CH2:6][CH2:5][C:13]([OH:16])=[O:15]. Procedure: 15.3 g (0.067 mol) of 2-(2',2',2'-trichloroethyl)-3,3-dimethylcyclobutanone, 75 ml of glacial acetic acid and 7.6 g of a 30% aqueous H2O2 solution are placed together and stirred at 35° C. for 3.5 hours. The mixture is then vigorously stirred up with water containing iron(III)chloride until no further peroxide is detectable. The resulting mixture is extracted with n-hexane. The extract is dried over magnesium sulphate and concentrated by evaporation. The residue (13.4 g) is distilled to yield th... Starting materials: CCO, [Na+], [OH-], CN1CCc2ccn(S(=O)(=O)c3ccccc3)c2C(c2ccccc2)C1. Yields the product CN1CCc2cc[nH]c2C(c2ccccc2)C1. RXN SMILES: [CH3:29][CH2:30][OH:31].[Na+:28].[OH-:27].[c:1]1([S:2](=[O:3])(=[O:4])[n:10]2[cH:11][cH:12][c:13]3[c:14]2[CH:15]([c:21]2[cH:22][cH:23][cH:24][cH:25][cH:26]2)[CH2:16][N:17]([CH3:20])[CH2:18][CH2:19]3)[cH:5][cH:6][cH:7][cH:8][cH:9]1>>[nH:10]1[cH:11][cH:12][c:13]2[c:14]1[CH:15]([c:21]1[cH:22][cH:23][cH:24][cH:25][cH:26]1)[CH2:16][N:17]([CH3:20])[CH2:18][CH2:19]2. Starting materials: FC(C(=O)OCC)(C(C1=CC=NC=C1)O)F (ethyl α,α-difluoro-β-hydroxy-3-(4-pyridinyl)-propanoate), NN (hydrazine). The product is FC(C(=O)NN)(C(C1=CC=NC=C1)O)F (α,α-difluoro-β-hydroxy-3-(4-pyridinyl)-propanoic acid, hydrazide), product. Isolated yield 62.0%. Reaction SMILES: [F:1][C:2]([F:16])([CH:8]([OH:15])[C:9]1[CH:14]=[CH:13][N:12]=[CH:11][CH:10]=1)[C:3](OCC)=[O:4].[NH2:17][NH2:18]>>[F:1][C:2]([F:16])([CH:8]([OH:15])[C:9]1[CH:14]=[CH:13][N:12]=[CH:11][CH:10]=1)[C:3]([NH:17][NH2:18])=[O:4]. Procedure details: α,α-difluoro-β-hydroxy-3-(4-pyridinyl)-propanoic acid, hydrazide (50) was prepared in the manner described in Example 10 on a 20 mmol scale using ethyl α,α-difluoro-β-hydroxy-3-(4-pyridinyl)-propanoate and hydrazine to yield 2.7 g (62%) of product. This product was used immediately in the manner described in Example 51, below.